From a dataset of the Open Reaction Database (ORD), a public repository of structured organic reaction records. describe an organic reaction: reactants, conditions, products, and yield The reactants are C(=O)(C1=CC=CS1)C=1SC=CC1 (2-(then-2-oyl)thiophene), solution, [H-].C(C(C)C)[Al+]CC(C)C (diisobutylaluminum hydride). Run in C(Cl)Cl (methylene chloride), C(Cl)Cl (methylene chloride). Run at temperature -40 celsius, time 2.5 hour. The product is S1C(=CC=C1)C(O)C=1SC=CC1 (di-2-thienylmethanol). Yield: 54.0%. As a reaction SMILES: [C:1]([C:8]1[S:9][CH:10]=[CH:11][CH:12]=1)([C:3]1[S:7][CH:6]=[CH:5][CH:4]=1)=[O:2].[H-].C([Al+]CC(C)C)C(C)C>C(Cl)Cl>[S:7]1[CH:6]=[CH:5][CH:4]=[C:3]1[CH:1]([C:8]1[S:9][CH:10]=[CH:11][CH:12]=1)[OH:2] |f:1.2|. Procedure details: To a -35° to -40° C. solution of 2-(then-2-oyl)thiophene (Maybridge of Cornwall, UK) (500 mg, 2.60 mmol) in 10 mL of methylene chloride, is added dropwise a 1M solution of diisobutylaluminum hydride in methylene chloride (6.50 mL, 6.50 mmol) over 20 minutes. The reaction is stirred at -40° C. for 2.5 hours and then quenched by the slow addition of 10 mL of methanol. The mixture is warmed to room temperature and poured into 100 mL of saturated aqueous sodium tartrate. The aqueous solution is extr...